Task: describe an organic reaction: reactants, conditions, products, and yield. Dataset: the Open Reaction Database (ORD), a public repository of structured organic reaction records Product: OC1=CC=C(C=C1)CCSC(C(=O)OC)CC1=CC=C(C=C1)CCOC1=CC=C(C=C1)OS(=O)(=O)C (Methyl 2-{[2-(4-hydroxyphenyl)ethyl]thio }-3-[4-(2-{4-[(methylsulfonyl)oxy]phenoxy}ethyl)phenyl]propanoate). The yield is 64.5%. RXN SMILES: C([O:8][C:9]1[CH:14]=[CH:13][C:12]([CH2:15][CH2:16][S:17][CH:18]([CH2:23][C:24]2[CH:29]=[CH:28][C:27]([CH2:30][CH2:31][O:32][C:33]3[CH:38]=[CH:37][C:36]([O:39][S:40]([CH3:43])(=[O:42])=[O:41])=[CH:35][CH:34]=3)=[CH:26][CH:25]=2)[C:19]([O:21][CH3:22])=[O:20])=[CH:11][CH:10]=1)C1C=CC=CC=1.ClCCl.CSC.B(F)(F)F.CCOCC>O>[OH:8][C:9]1[CH:14]=[CH:13][C:12]([CH2:15][CH2:16][S:17][CH:18]([CH2:23][C:24]2[CH:29]=[CH:28][C:27]([CH2:30][CH2:31][O:32][C:33]3[CH:34]=[CH:35][C:36]([O:39][S:40]([CH3:43])(=[O:42])=[O:41])=[CH:37][CH:38]=3)=[CH:26][CH:25]=2)[C:19]([O:21][CH3:22])=[O:20])=[CH:11][CH:10]=1 |f:3.4|. Starting materials: C(C1=CC=CC=C1)OC1=CC=C(C=C1)CCSC(C(=O)OC)CC1=CC=C(C=C1)CCOC1=CC=C(C=C1)OS(=O)(=O)C (methyl 2-({2-[4-(benzyloxy)phenyl]ethyl}thio)-3-[4-(2-{4-[(methylsulfonyl)oxy]phenoxy}ethyl)phenyl]propanoate), ClCCl (dichlormethane), CSC (dimethyl sulfide), B(F)(F)F.CCOCC (boron trifluoride etherate). Solvent: O (water). Reported procedure: To a solution of methyl 2-({2-[4-(benzyloxy)phenyl]ethyl}thio)-3-[4-(2-{4-[(methylsulfonyl)oxy]phenoxy}ethyl)phenyl]propanoate (477 mg, 0.8 mmol) and 15 ml dichlormethane, dimethyl sulfide (239 mg, 3.8 mol) and boron trifluoride etherate (545 mg, 3.8 mmol) were added. After 18 hours of stirring water was added to the reaction. The phases were separated and the aqueous phase was extracted twice with dichlormethane. The organic phases were pooled, dried (MgSO4) and evaporated under reduced pressur... Reactants: IC1=CC=C(CCN)C=C1 (4-iodophenethylamine), C(C)(=O)OC(C)=O (acetic anhydride). Reagents/catalysts: CN(C)C=1C=CN=CC1 (DMAP). Run in C1CCOC1 (THF). Reaction conditions: time 5 hour. The product is IC1=CC=C(CCNC(C)=O)C=C1 (N-(4-iodophenethyl)acetamide). Reaction SMILES: [I:1][C:2]1[CH:10]=[CH:9][C:5]([CH2:6][CH2:7][NH2:8])=[CH:4][CH:3]=1.[C:11](OC(=O)C)(=[O:13])[CH3:12]>CN(C1C=CN=CC=1)C.C1COCC1>[I:1][C:2]1[CH:10]=[CH:9][C:5]([CH2:6][CH2:7][NH:8][C:11](=[O:13])[CH3:12])=[CH:4][CH:3]=1. Reported procedure: 3.00 g (12.1 mmol) 4-iodophenethylamine and 0.37 g (3.03 mmol) DMAP in 50 mL THF are cooled down to 0° C. 4.95 g (48.5 mmol) acetic anhydride are added and, after removing of the cooling bath, the reaction mixture is stirred for 5 h at r.t. The reaction mixture is quenched in ice cold water and extracted with EtOAc. The organic layer is dried with Na2SO4 and the solvent is removed in vacuo. The crude product is purified by column chromatography (silica gel, DCM/MeOH 98.5/1.5).